The task is: describe an organic reaction: reactants, conditions, products, and yield. This data is from the Open Reaction Database (ORD), a public repository of structured organic reaction records. Reactants: CCCCC(=O)c1ccc(Br)cc1, O, OCCO, Cc1ccc(S(=O)(=O)O)cc1, c1ccccc1. The product is CCCCC1(c2ccc(Br)cc2)OCCO1. Reaction SMILES: [Br:1][c:2]1[cH:3][cH:4][c:5]([C:8]([CH2:9][CH2:10][CH2:11][CH3:12])=[O:13])[cH:6][cH:7]1.[OH2:18].[OH:14][CH2:15][CH2:16][OH:17].[c:19]1([CH3:20])[cH:21][cH:22][c:23]([S:24]([OH:25])(=[O:26])=[O:27])[cH:28][cH:29]1.[cH:30]1[cH:31][cH:32][cH:33][cH:34][cH:35]1>>[Br:1][c:2]1[cH:3][cH:4][c:5]([C:8]2([CH2:9][CH2:10][CH2:11][CH3:12])[O:13][CH2:16][CH2:15][O:14]2)[cH:6][cH:7]1. Reactants: C(C)(=O)OC(C)=O (acetic anhydride), [OH-].[Al+3].[OH-].[OH-] (aluminium hydroxide). Run in C(C)(=O)O (acetic acid). Run at temperature 125 celsius. The product is C(C)(=O)[O-].C(C)(=O)[O-].[OH-].[Al+3] (aluminium monohydroxide diacetate). Isolated yield 95.6%. Reaction SMILES: [C:1]([O:4]C(=O)C)(=[O:3])[CH3:2].[OH-:8].[Al+3:9].[OH-].[OH-]>C(O)(=O)C>[C:1]([O-:4])(=[O:3])[CH3:2].[C:1]([O-:4])(=[O:3])[CH3:2].[OH-:8].[Al+3:9] |f:1.2.3.4,6.7.8.9|. Procedure: 245.0 g of acetic anhydride and 48.0 g of acetic acid (100%) are added to 62.4 g (0.8 mol) of aluminium hydroxide, hydrargillite, Merck, in a 750 ml sulfonation flask, provided with a thermometer, a reflux condenser and a stirrer, and the mixture is heated to 125° C., with stirring. After a reaction time of 12 hours, the reaction product is cooled, filtered off, washed with 4 times 250 ml of water and dried for 12 hours at 130° C./15 mm Hg; 124 g (95.6%) of acicular aluminium monohydroxide diace... RXN SMILES: [CH2:1]([c:2]1[cH:3][cH:4][cH:5][cH:6][cH:7]1)[O:8][N:9]1[CH:10]2[CH2:11][CH2:12][CH:13]([C:18](=[O:19])[NH:20][CH:21]3[CH2:22][CH2:23][N:24]([C:27](=[O:28])[O:29][C:30]([CH3:31])([CH3:32])[CH3:33])[CH2:25][CH2:26]3)[N:14]([C:15]1=[O:16])[CH2:17]2.[CH3:34][C:35](=[O:36])[OH:37].[CH3:38][OH:39]>>[OH:8][N:9]1[CH:10]2[CH2:11][CH2:12][CH:13]([C:18](=[O:19])[NH:20][CH:21]3[CH2:22][CH2:23][N:24]([C:27](=[O:28])[O:29][C:30]([CH3:31])([CH3:32])[CH3:33])[CH2:25][CH2:26]3)[N:14]([C:15]1=[O:16])[CH2:17]2. The reactants are CC(C)(C)OC(=O)N1CCC(NC(=O)C2CCC3CN2C(=O)N3OCc2ccccc2)CC1, CC(=O)O, CO. Product: CC(C)(C)OC(=O)N1CCC(NC(=O)C2CCC3CN2C(=O)N3O)CC1. The reactants are C(#N)C1=CC=NC=C1 (4-cyanopyridine), C(C(=O)C1=CC=CC=C1)Br (phenacyl bromide), C(#N)C=1C=NC=CC1 (3-cyanopyridine), ClC1=CC=C(C(CBr)=O)C=C1 (4-chlorophenacyl bromide). Yields the product [Br-].C(C(=O)C1=CC=CC=C1)[N+]1=CC(=CC=C1)C#N (N-(phenacyl) 3-cyanopyridinium bromide). RXN SMILES: C(C1C=CN=CC=1)#N.[C:9]([C:11]1[CH:12]=[N:13][CH:14]=[CH:15][CH:16]=1)#[N:10].Cl[C:18]1[CH:27]=[CH:26][C:21]([C:22](=[O:25])[CH2:23][Br:24])=[CH:20][CH:19]=1.C(Br)C(C1C=CC=CC=1)=O>>[Br-:24].[CH2:23]([N+:13]1[CH:14]=[CH:15][CH:16]=[C:11]([C:9]#[N:10])[CH:12]=1)[C:22]([C:21]1[CH:26]=[CH:27][CH:18]=[CH:19][CH:20]=1)=[O:25] |f:4.5|. Reported procedure: Employing the procedure of Example II but replacing 4-cyanopyridine with a substantially equimolecular amount of 3-cyanopyridine and replacing 4-chlorophenacyl bromide with a substantially equimolecular amount of phenacyl bromide there is obtained N-(phenacyl) 3-cyanopyridinium bromide, a white solid soluble in water. Reactants: [BH4-], CC(=O)NC12CC3CC(C1)C(=O)C(C3)C2, CO, [Na+]. The product is CC(=O)NC12CC3CC(C1)C(O)C(C3)C2. As a reaction SMILES: [BH4-:16].[C:1]([CH3:2])(=[O:3])[NH:4][C:5]12[CH2:6][CH:7]3[C:8](=[O:15])[CH:9]([CH2:10][CH:11]([CH2:12]1)[CH2:13]3)[CH2:14]2.[CH3:18][OH:19].[Na+:17]>>[C:1]([CH3:2])(=[O:3])[NH:4][C:5]12[CH2:6][CH:7]3[CH:8]([OH:15])[CH:9]([CH2:10][CH:11]([CH2:12]1)[CH2:13]3)[CH2:14]2.